From a dataset of the Open Reaction Database (ORD), a public repository of structured organic reaction records. describe an organic reaction: reactants, conditions, products, and yield Reactants: CCCC[N+](CCCC)(CCCC)CCCC, CCCCCCC(C)(O)C#C[Si](C)(C)C, [F-], C1CCOC1. The product is C#CC(C)(O)CCCCCC. RXN SMILES: [CH2:17]([N+:18]([CH2:19][CH2:20][CH2:21][CH3:22])([CH2:23][CH2:24][CH2:25][CH3:26])[CH2:27][CH2:28][CH2:29][CH3:30])[CH2:31][CH2:32][CH3:33].[CH3:1][Si:2]([C:3]#[C:4][C:5]([CH2:6][CH2:7][CH2:8][CH2:9][CH2:10][CH3:11])([OH:12])[CH3:13])([CH3:14])[CH3:15].[F-:16].[O:34]1[CH2:35][CH2:36][CH2:37][CH2:38]1>>[CH:3]#[C:4][C:5]([CH2:6][CH2:7][CH2:8][CH2:9][CH2:10][CH3:11])([OH:12])[CH3:13]. The reactants are BrCc1ccccc1, C1CCOC1, [Li]CCCC, COCOc1cccc(OCOC)c1. Yields the product COCOc1cccc(OCOC)c1Cc1ccccc1. Reaction SMILES: [Br:20][CH2:21][c:22]1[cH:23][cH:24][cH:25][cH:26][cH:27]1.[CH2:28]1[O:29][CH2:30][CH2:31][CH2:32]1.[CH3:15][CH2:16][CH2:17][CH2:18][Li:19].[CH3:1][O:2][CH2:3][O:4][c:5]1[cH:6][c:7]([O:11][CH2:12][O:13][CH3:14])[cH:8][cH:9][cH:10]1>>[CH3:1][O:2][CH2:3][O:4][c:5]1[c:6]([CH2:21][c:22]2[cH:23][cH:24][cH:25][cH:26][cH:27]2)[c:7]([O:11][CH2:12][O:13][CH3:14])[cH:8][cH:9][cH:10]1.